This data is from the Open Reaction Database (ORD), a public repository of structured organic reaction records. The task is: describe an organic reaction: reactants, conditions, products, and yield The reactants are FC(CC[SiH](C(C)C)C(C)C)(C(C(C(F)(F)F)(F)F)(F)F)F (3,3,4,4,5,5,6,6,6-nonafluorohexyldiisopropylsilane), C(C=C)Br (allyl bromide). The reagents and catalysts are Cl[Pd]Cl (PdCl2). Reaction conditions: temperature 60 celsius. Yields the product FC(CC[Si](C(C)C)(C(C)C)Br)(C(C(C(F)(F)F)(F)F)(F)F)F ((3,3,4,4,5,5,6,6,6-nonafluorohexyldiisopropylsilyl)bromide). RXN SMILES: [F:1][C:2]([F:22])([C:12]([F:21])([F:20])[C:13]([F:19])([F:18])[C:14]([F:17])([F:16])[F:15])[CH2:3][CH2:4][SiH:5]([CH:9]([CH3:11])[CH3:10])[CH:6]([CH3:8])[CH3:7].C([Br:26])C=C>Cl[Pd]Cl>[F:22][C:2]([F:1])([C:12]([F:20])([F:21])[C:13]([F:18])([F:19])[C:14]([F:15])([F:16])[F:17])[CH2:3][CH2:4][Si:5]([Br:26])([CH:9]([CH3:11])[CH3:10])[CH:6]([CH3:8])[CH3:7]. Procedure details: In an oven-dried round-bottom flask equipped with a stir bar and cooled under N2, 3,3,4,4,5,5,6,6,6-nonafluorohexyldiisopropylsilane (10.1 g, 27.8 mmol) was dissolved in allyl bromide (20 mL), and PdCl2 (50 mg) was added. The solution was heated to 60° C. for 15 hr, then cooled, and concentrated via rotary evaporation. The resulting suspension was dissolved in pentane, filtered to remove residual catalyst, and then solvent was removed to yield (3,3,4,4,5,5,6,6,6-nonafluorohexyldiisopropylsilyl)b... The reactants are ester, FC(C(=O)O)(F)F (trifluoroacetic acid), BrC1=CC2=C(N=C(S2)N[C@@H](CC2=CC=C(C=C2)OCCCC(NC=2NCCCN2)=O)C(=O)OC(C)(C)C)C=C1 ((1,1-dimethyl ethyl) N-(6-bromo-2-benzothiazolyl)-O-[4-oxo-4-[(1,4,5,6-tetrahydro-2-pyrimidinyl)amino]butyl]-L-tyrosinate), C(=O)(C(F)(F)F)O (TFA). The solvent is ClCCl (dichloromethane). Product: BrC1=CC2=C(N=C(S2)N[C@@H](CC2=CC=C(C=C2)OCCCC(NC=2NCCCN2)=O)C(=O)O)C=C1 (N-(6-bromo-2-benzothiazolyl)-O-[4-oxo-4-[(1,4,5,6-tetrahydro-2-pyrimidinyl)amino]butyl]-L-tyrosine). Yield: 136.4%. As a reaction SMILES: [Br:1][C:2]1[CH:39]=[CH:38][C:5]2[N:6]=[C:7]([NH:9][C@H:10]([C:31]([O:33]C(C)(C)C)=[O:32])[CH2:11][C:12]3[CH:17]=[CH:16][C:15]([O:18][CH2:19][CH2:20][CH2:21][C:22](=[O:30])[NH:23][C:24]4[NH:25][CH2:26][CH2:27][CH2:28][N:29]=4)=[CH:14][CH:13]=3)[S:8][C:4]=2[CH:3]=1.C(O)(C(F)(F)F)=O>ClCCl>[Br:1][C:2]1[CH:39]=[CH:38][C:5]2[N:6]=[C:7]([NH:9][C@H:10]([C:31]([OH:33])=[O:32])[CH2:11][C:12]3[CH:17]=[CH:16][C:15]([O:18][CH2:19][CH2:20][CH2:21][C:22](=[O:30])[NH:23][C:24]4[NH:25][CH2:26][CH2:27][CH2:28][N:29]=4)=[CH:14][CH:13]=3)[S:8][C:4]=2[CH:3]=1. Procedure: Hydrolysis of the ester is carried out as in the previous examples, but starting from 50 mg of 8-3 and twice 0.5 ml of TFA in 1.5 ml dichloromethane. 62 mg of 8-4 is obtained (in the form of the trifluoroacetic acid salt). Starting materials: CC(C)(C)c1cc(N)no1, Nc1cc[nH]n1, C1CCOC1, O=C1Nc2ccccc2C1=CO. The product is CC(C)(C)c1cc(NC=C2C(=O)Nc3ccccc32)no1. Reaction SMILES: [C:19]([CH3:20])([CH3:21])([CH3:22])[c:23]1[cH:24][c:25]([NH2:28])[n:26][o:27]1.[NH2:1][c:2]1[cH:3][cH:4][nH:5][n:6]1.[O:29]1[CH2:30][CH2:31][CH2:32][CH2:33]1.[OH:7][CH:8]=[C:9]1[C:10](=[O:18])[NH:11][c:12]2[cH:13][cH:14][cH:15][cH:16][c:17]21>>[CH:8](=[C:9]1[C:10](=[O:18])[NH:11][c:12]2[cH:13][cH:14][cH:15][cH:16][c:17]21)[NH:28][c:25]1[cH:24][c:23]([C:19]([CH3:20])([CH3:21])[CH3:22])[o:27][n:26]1. Reactants: C(C)(C)(C)OC(CN1C(N(C(C2=CC=CC=C12)=O)C1=CC=C(C=C1)CC(NCCC1=CC=CC=C1)=O)=O)=O ({2,4-dioxo-3-[4-(phenethylcarbamoyl-methyl)-phenyl]-3,4-dihydro-2H-quinazolin-1-yl}-acetic acid tert-butyl ester), C(C)(C)(C)OC(CN1C(N(C(C2=CC=CC=C12)=O)C1=CC=C(C=C1)CC(NCCC1=CC=CC=C1)=O)=O)=O ({2,4-dioxo-3-[4-(phenethylcarbamoyl-methyl)-phenyl]-3,4-dihydro-2H-quinazolin-1-yl}-acetic acid tert-butyl ester), C(C)[SiH](CC)CC (triethylsilane), C(=O)(C(F)(F)F)O (TFA). Run in C(Cl)Cl (DCM). Run at time 18 hour. Yields the product O=C1N(C2=CC=CC=C2C(N1C1=CC=C(C=C1)CC(NCCC1=CC=CC=C1)=O)=O)CC(=O)O ({2,4-Dioxo-3-[4-(phenethylcarbamoyl-methyl)-phenyl]-3,4-dihydro-2H-quinazolin-1-yl}-acetic acid). Reaction SMILES: C([O:5][C:6](=[O:38])[CH2:7][N:8]1[C:17]2[C:12](=[CH:13][CH:14]=[CH:15][CH:16]=2)[C:11](=[O:18])[N:10]([C:19]2[CH:24]=[CH:23][C:22]([CH2:25][C:26](=[O:36])[NH:27][CH2:28][CH2:29][C:30]3[CH:35]=[CH:34][CH:33]=[CH:32][CH:31]=3)=[CH:21][CH:20]=2)[C:9]1=[O:37])(C)(C)C.C([SiH](CC)CC)C.C(O)(C(F)(F)F)=O>C(Cl)Cl>[O:37]=[C:9]1[N:10]([C:19]2[CH:20]=[CH:21][C:22]([CH2:25][C:26](=[O:36])[NH:27][CH2:28][CH2:29][C:30]3[CH:31]=[CH:32][CH:33]=[CH:34][CH:35]=3)=[CH:23][CH:24]=2)[C:11](=[O:18])[C:12]2[C:17](=[CH:16][CH:15]=[CH:14][CH:13]=2)[N:8]1[CH2:7][C:6]([OH:38])=[O:5]. Reported procedure: A stirred solution of {2,4-dioxo-3-[4-(phenethylcarbamoyl-methyl)-phenyl]-3,4-dihydro-2H-quinazolin-1-yl}-acetic acid tert-butyl ester (Intermediate E) (470 mg, 0.916 mmol) and triethylsilane (0.37 ml, 2.9 mmol) in dry DCM (2.5 ml) under argon is treated dropwise with TFA (2.5 ml). After 18 hours, the reaction mixture is evaporated in vacuo and the residue is triturated with MeOH resulting in a white solid. The solid is filtered and dried under vacuum to afford the title compound.